From a dataset of the Open Reaction Database (ORD), a public repository of structured organic reaction records. describe an organic reaction: reactants, conditions, products, and yield The reactants are solution, Cl (HCl), BrC=1C(=NC(=NC1)Cl)N[C@@H](C(C)(O)C)C ((R)-3-[(5-bromo-2-chloropyrimidin-4-yl)amino]-2-methyl-butan-2-ol), NC=1C=C(C=CC1)S(=O)(=N)C ((RS)-S-(3-aminophenyl)-S-methyl sulfoximide). The solvent is O1CCOCC1 (dioxane), C(C)#N (acetonitrile), C(C)#N (acetonitrile). Yields the product BrC=1C(=NC(=NC1)NC=1C=C(C=CC1)S(=O)(=N)C)N[C@@H](C(C)(C)O)C ((RS)-S-[3-({5-bromo-4-[(R)-(2-hydroxy-1,2-dimethylpropyl)amino]pyrimidin-2-yl}amino)phenyl]-S-methyl sulfoximide). RXN SMILES: [Br:1][C:2]1[C:3]([NH:9][C@H:10]([CH3:15])[C:11]([CH3:14])([OH:13])[CH3:12])=[N:4][C:5](Cl)=[N:6][CH:7]=1.[NH2:16][C:17]1[CH:18]=[C:19]([S:23]([CH3:26])(=[NH:25])=[O:24])[CH:20]=[CH:21][CH:22]=1.Cl>C(#N)C.O1CCOCC1>[Br:1][C:2]1[C:3]([NH:9][C@H:10]([CH3:15])[C:11]([OH:13])([CH3:14])[CH3:12])=[N:4][C:5]([NH:16][C:17]2[CH:18]=[C:19]([S:23]([CH3:26])(=[NH:25])=[O:24])[CH:20]=[CH:21][CH:22]=2)=[N:6][CH:7]=1. Procedure details: 127 mg (0.43 mmol) of (R)-3-[(5-bromo-2-chloropyrimidin-4-yl)amino]-2-methyl-butan-2-ol in 1 ml of acetonitrile is added to 74 mg (0.43 mmol) of (RS)-S-(3-aminophenyl)-S-methyl sulfoximide in 0.5 ml of acetonitrile. It is mixed with 0.1 ml of a 4N solution of HCl in dioxane, and the batch is refluxed overnight. The solvent is drawn off, and the remaining residue is purified by chromatography (DCM/EtOH 9: 1). 37 mg (0.09 mmol, corresponding to 20% of theory) of the product is obtained. Yields the product CSCc1cccc2c(C(C)(c3ccc4c(c3)OCCO4)C3CC3)c[nH]c12. The reactants are CSCc1cccc2cc[nH]c12, CC(O)(c1ccc2c(c1)OCCO2)C1CC1, ClCCl, O=C(O)C(F)(F)F. RXN SMILES: [CH3:24][S:25][CH2:26][c:27]1[cH:28][cH:29][cH:30][c:31]2[cH:32][cH:33][nH:34][c:35]12.[CH:1]1([C:4]([CH3:5])([OH:6])[c:7]2[cH:8][c:9]3[c:10]([cH:15][cH:16]2)[O:11][CH2:12][CH2:13][O:14]3)[CH2:2][CH2:3]1.[Cl:36][CH2:37][Cl:38].[OH:17][C:18]([C:19]([F:20])([F:21])[F:22])=[O:23]>>[CH:1]1([C:4]([CH3:5])([c:7]2[cH:8][c:9]3[c:10]([cH:15][cH:16]2)[O:11][CH2:12][CH2:13][O:14]3)[c:32]2[c:31]3[cH:30][cH:29][cH:28][c:27]([CH2:26][S:25][CH3:24])[c:35]3[nH:34][cH:33]2)[CH2:2][CH2:3]1. The reactants are C(C)SC1=CC=C(C(=O)O)C=C1 (4-(ethylthio)benzoic acid), [H-].[Al+3].[Li+].[H-].[H-].[H-] (lithium aluminum hydride), O (water), [OH-].[Na+] (sodium hydroxide). Solvent: O1CCCC1 (tetrahydrofuran), O1CCCC1 (tetrahydrofuran). Reaction conditions: temperature 0 celsius. Yields the product C(C)SC1=CC=C(CO)C=C1 (4-(ethylthio)benzyl alcohol). Isolated yield 86.6%. RXN SMILES: [H-].[Al+3].[Li+].[H-].[H-].[H-].[CH2:7]([S:9][C:10]1[CH:18]=[CH:17][C:13]([C:14](O)=[O:15])=[CH:12][CH:11]=1)[CH3:8].[OH-].[Na+].O>O1CCCC1>[CH2:7]([S:9][C:10]1[CH:18]=[CH:17][C:13]([CH2:14][OH:15])=[CH:12][CH:11]=1)[CH3:8] |f:0.1.2.3.4.5,7.8|. Reported procedure: The starting 4-(ethylthio)benzyl alcohol was prepared as follows. A mixture of lithium aluminum hydride (5.2 g) and tetrahydrofuran (250 mL) was cooled to 0° C. with stirring under N2 atmosphere. A solution of 4-(ethylthio)benzoic acid (25 g) in tetrahydrofuran (300 mL) was added at a rate so as to control H2 evolution. The reaction mixture was then allowed to warm to room temperature and stirred 15 hours. The mixture was cooled in ice and a solution of 15% aqueous sodium hydroxide solution was ... Reactants: BrC1=C(N=C2N1C=CC=C2OCC2=C(C(=CC=C2Cl)N(C(C(F)(F)F)=O)C)Cl)C (3-bromo-8-[2,6-dichloro-3-(N-methyl-N-trifluoroacetylamino)benzyloxy]-2-methylimidazo[1,2-a]pyridine), C[O-].[Na+] (sodium methoxide). Solvent: CO (methanol), CO (methanol). The product is BrC1=C(N=C2N1C=CC=C2OCC2=C(C(=CC=C2Cl)NC)Cl)C (3-bromo-8-(2,6-dichloro-3-methylaminobenzyloxy)-2-methylimidazo[1,2-a]pyridine). The yield is 77.0%. As a reaction SMILES: [Br:1][C:2]1[N:6]2[CH:7]=[CH:8][CH:9]=[C:10]([O:11][CH2:12][C:13]3[C:18]([Cl:19])=[CH:17][CH:16]=[C:15]([N:20](C)[C:21](=O)C(F)(F)F)[C:14]=3[Cl:28])[C:5]2=[N:4][C:3]=1[CH3:29].C[O-].[Na+]>CO>[Br:1][C:2]1[N:6]2[CH:7]=[CH:8][CH:9]=[C:10]([O:11][CH2:12][C:13]3[C:18]([Cl:19])=[CH:17][CH:16]=[C:15]([NH:20][CH3:21])[C:14]=3[Cl:28])[C:5]2=[N:4][C:3]=1[CH3:29] |f:1.2|. Procedure details: To a suspension of 3-bromo-8-[2,6-dichloro-3-(N-methyl-N-trifluoroacetylamino)benzyloxy]-2-methylimidazo[1,2-a]pyridine (560 mg) in methanol (6 ml) was added 28% sodium methoxide in methanol (1.93 g). The mixture was refluxed for one hour and cooled. The precipitated solid was filtered, washed with methanol, and dried to give 3-bromo-8-(2,6-dichloro-3-methylaminobenzyloxy)-2-methylimidazo[1,2-a]pyridine (350 mg) as crystals. The reactants are O=C1C(CCCC1)C(=O)OCC (ethyl 2-oxocyclohexanecarboxylate), NC(=O)N (urea), [OH-].[Na+] (NaOH). Run in CC(=O)O (AcOH). Conditions: temperature 180 celsius, time 4.5 hour. Product: N1C(NC(C=2CCCCC12)=O)=O (5,6,7,8-Tetrahydroquinazoline-2,4(1H,3H)-dione). Isolated yield 38.6%. Reaction SMILES: O=[C:2]1[CH2:7][CH2:6][CH2:5][CH2:4][CH:3]1[C:8]([O:10]CC)=O.[NH2:13][C:14]([NH2:16])=[O:15].[OH-].[Na+]>CC(O)=O>[NH:13]1[C:2]2[CH2:7][CH2:6][CH2:5][CH2:4][C:3]=2[C:8](=[O:10])[NH:16][C:14]1=[O:15] |f:2.3|. Procedure: A mixture of ethyl 2-oxocyclohexanecarboxylate (66 g, 0.39 mol) and urea (68 g, 1.1 mol) was heated at 175-185° C. and stirred for 4-5 h. After cooled to 70° C., adjusted pH=13-14 by NaOH (a.q.), and then the mixture was stirred at 70° C. for 2 h. After cooled to r.t, the mixture was adjusted pH=6-7 by AcOH, and then extracted with DCM for several times. The combined organic layer was dried and evaporated to give the title compound (25 g, 39% yield) as brown solid which was set to do next step w... Reactants: C[N+](C)(C)Cc1ccccc1, CCOC(=O)C(C)(C)CCOc1cccc(C=Cc2nc(C(C)C)cs2)c1, CO, CCO, [K+], [OH-], [OH-]. Yields the product CC(C)c1csc(C=Cc2cccc(OCCC(C)(C)C(=O)O)c2)n1. RXN SMILES: [CH2:33]([N+:34]([CH3:35])([CH3:36])[CH3:37])[c:38]1[cH:39][cH:40][cH:41][cH:42][cH:43]1.[CH3:1][C:2]([CH2:3][CH2:4][O:5][c:6]1[cH:7][c:8]([CH:9]=[CH:10][c:11]2[s:12][cH:13][c:14]([CH:16]([CH3:17])[CH3:18])[n:15]2)[cH:19][cH:20][cH:21]1)([C:22](=[O:23])[O:24][CH2:25][CH3:26])[CH3:27].[CH3:30][OH:31].[CH3:44][CH2:45][OH:46].[K+:29].[OH-:28].[OH-:32]>>[CH3:1][C:2]([CH2:3][CH2:4][O:5][c:6]1[cH:7][c:8]([CH:9]=[CH:10][c:11]2[s:12][cH:13][c:14]([CH:16]([CH3:17])[CH3:18])[n:15]2)[cH:19][cH:20][cH:21]1)([C:22](=[O:23])[OH:24])[CH3:27]. Reactants: ClC1=NC=C(C(=N1)NC=1NN=C(C1)C1CC1)C1=CC=CC=C1 ((2-Chloro-5-phenyl-pyrimidin-4-yl)-(5-cyclopropyl-2H-pyrazol-3-yl)-amine), C(C)(C)(C)OC(=O)N1NC(C2=CC=C(C=C12)N)=O (6-Amino-3-oxo-2,3-dihydro-indazole-1-carboxylic acid tert-butyl ester). Run in C(CCC)O (n-butanol). Reaction conditions: temperature 95 celsius, time 12 hour. Yields the product C1(CC1)C=1C=C(NN1)NC1=NC(=NC=C1C1=CC=CC=C1)NC1=CC=C2C(NNC2=C1)=O (6-[4-(5-Cyclopropyl-2H-pyrazol-3-ylamino)-5-phenyl-pyrimidin-2-ylamino]-1,2-dihydro-indazol-3-one), solid. Isolated yield 5.0%. Reaction SMILES: Cl[C:2]1[N:7]=[C:6]([NH:8][C:9]2[NH:10][N:11]=[C:12]([CH:14]3[CH2:16][CH2:15]3)[CH:13]=2)[C:5]([C:17]2[CH:22]=[CH:21][CH:20]=[CH:19][CH:18]=2)=[CH:4][N:3]=1.C(OC([N:30]1[C:38]2[C:33](=[CH:34][CH:35]=[C:36]([NH2:39])[CH:37]=2)[C:32](=[O:40])[NH:31]1)=O)(C)(C)C>C(O)CCC>[CH:14]1([C:12]2[CH:13]=[C:9]([NH:8][C:6]3[C:5]([C:17]4[CH:22]=[CH:21][CH:20]=[CH:19][CH:18]=4)=[CH:4][N:3]=[C:2]([NH:39][C:36]4[CH:37]=[C:38]5[C:33]([C:32](=[O:40])[NH:31][NH:30]5)=[CH:34][CH:35]=4)[N:7]=3)[NH:10][N:11]=2)[CH2:16][CH2:15]1. Procedure: To ((2-Chloro-5-phenyl-pyrimidin-4-yl)-(5-cyclopropyl-2H-pyrazol-3-yl)-amine (75 mg, 0.241 mmol), was added 6-Amino-3-oxo-2,3-dihydro-indazole-1-carboxylic acid tert-butyl ester (180 mg, 0.72 mmol) in n-butanol and the solution was heated to 95° C. in a sealed tube. After 12 hr, the solution was concentrated and the title compound was isolated by preparative HPLC as a white solid (5.2 mg, 5% yield) HNMR (500 MHz, MeOH d-6). 7.82-7.80 (2H, m), 7.59-7.50 (6H, m), 7.19-7.17 (1H, m), 6.08 (1H, s), 2...